This data is from the Open Reaction Database (ORD), a public repository of structured organic reaction records. The task is: describe an organic reaction: reactants, conditions, products, and yield Starting materials: B, C1CCOC1, CO, CSC, COB(OC)OC, O=C(O)c1cc(Cl)ccc1I. The product is OCc1cc(Cl)ccc1I. As a reaction SMILES: [BH3:4].[CH2:18]1[O:19][CH2:20][CH2:21][CH2:22]1.[CH3:16][OH:17].[CH3:1][S:2][CH3:3].[CH3:23][O:24][B:25]([O:26][CH3:27])[O:28][CH3:29].[Cl:5][c:6]1[cH:7][cH:8][c:9]([I:15])[c:10]([C:11](=[O:12])[OH:13])[cH:14]1>>[Cl:5][c:6]1[cH:7][cH:8][c:9]([I:15])[c:10]([CH2:11][OH:12])[cH:14]1. Reactants: C(C)(C)(C)N1N=CC=C1NC1=CC=CC(=N1)CC1(CCN(CC1)C(C1=C(C(=CC=C1)C(F)(F)F)F)=O)C(=O)NN (4-((6-((1-tert-butyl-1H-pyrazol-5-yl)amino)pyridin-2-yl)methyl)-1-(2-fluoro-3-(trifluoromethyl)benzoyl)piperidine-4-carbohydrazide), C(=O)(N1C=NC=C1)N1C=NC=C1 (1,1′-carbonyldiimidazole). Solvent: O1CCCC1 (tetrahydrofuran). Run at time 8 hour. Yields the product C(C)(C)(C)N1N=CC=C1NC1=CC=CC(=N1)CC1(CCN(CC1)C(C1=C(C(=CC=C1)C(F)(F)F)F)=O)C1=NNC(O1)=O (5-(4-((6-((1-tert-butyl-1H-pyrazol-5-yl)amino)pyridin-2-yl)methyl)-1-(2-fluoro-3-(trifluoromethyl)benzoyl)piperidin-4-yl)-1,3,4-oxadiazol-2(3H)-one). RXN SMILES: [C:1]([N:5]1[C:9]([NH:10][C:11]2[N:16]=[C:15]([CH2:17][C:18]3([C:37]([NH:39][NH2:40])=[O:38])[CH2:23][CH2:22][N:21]([C:24](=[O:36])[C:25]4[CH:30]=[CH:29][CH:28]=[C:27]([C:31]([F:34])([F:33])[F:32])[C:26]=4[F:35])[CH2:20][CH2:19]3)[CH:14]=[CH:13][CH:12]=2)=[CH:8][CH:7]=[N:6]1)([CH3:4])([CH3:3])[CH3:2].[C:41](N1C=CN=C1)(N1C=CN=C1)=[O:42]>O1CCCC1>[C:1]([N:5]1[C:9]([NH:10][C:11]2[N:16]=[C:15]([CH2:17][C:18]3([C:37]4[O:38][C:41](=[O:42])[NH:40][N:39]=4)[CH2:19][CH2:20][N:21]([C:24](=[O:36])[C:25]4[CH:30]=[CH:29][CH:28]=[C:27]([C:31]([F:33])([F:32])[F:34])[C:26]=4[F:35])[CH2:22][CH2:23]3)[CH:14]=[CH:13][CH:12]=2)=[CH:8][CH:7]=[N:6]1)([CH3:4])([CH3:2])[CH3:3]. Reported procedure: To a solution of 68.5 mg of 4-((6-((1-tert-butyl-1H-pyrazol-5-yl)amino)pyridin-2-yl)methyl)-1-(2-fluoro-3-(trifluoromethyl)benzoyl)piperidine-4-carbohydrazide in 5 ml of tetrahydrofuran was added 23.7 mg of 1,1′-carbonyldiimidazole at room temperature. The reaction mixture was stirred at room temperature overnight, and concentrated in vacuo. The resulting residue was purified by a silica gel column chromatography (eluent: hexane/ethyl acetate=20/1 to ethyl acetate) to give the title compound as ... The reactants are C(C)OC(CC(=O)OCC)=O (malonic acid diethyl ester), C1(=CC=CC=C1)N(C(=O)N)C (phenyl-methylurea), C[O-].[Na+] (sodium methylate). Run in CO (methanol). The product is C1(=CC=CC=C1)N1C(=O)N(C(=O)CC1=O)C (1-Phenyl-3-methyl-barbituric acid). As a reaction SMILES: C(O[C:4](=[O:11])[CH2:5][C:6]([O:8]CC)=O)C.[C:12]1([N:18](C)[C:19]([NH2:21])=[O:20])[CH:17]=[CH:16][CH:15]=[CH:14][CH:13]=1.[CH3:23][O-].[Na+]>CO>[C:12]1([N:18]2[C:4](=[O:11])[CH2:5][C:6](=[O:8])[N:21]([CH3:23])[C:19]2=[O:20])[CH:17]=[CH:16][CH:15]=[CH:14][CH:13]=1 |f:2.3|. Procedure details: 1-Phenyl-3-methyl-barbituric acid was prepared by condensation of malonic acid diethyl ester with phenyl-methylurea in methanol, with addition of sodium methylate. It melts at about 124°C after recrystallization from toluene. Starting materials: COC(=O)c1cc(C)c(C(=O)OC)cc1C, ClCCl, O=[N+]([O-])O, O=S(=O)(O)O. Yields the product COC(=O)c1cc(C)c(C(=O)OC)c([N+](=O)[O-])c1C. Reaction SMILES: [CH3:1][c:2]1[c:3]([C:4](=[O:5])[O:6][CH3:7])[cH:8][c:9]([CH3:16])[c:10]([C:12](=[O:13])[O:14][CH3:15])[cH:11]1.[Cl:26][CH2:27][Cl:28].[OH:17][N+:18]([O-:19])=[O:20].[S:21](=[O:22])(=[O:23])([OH:24])[OH:25]>>[CH3:1][c:2]1[c:3]([C:4](=[O:5])[O:6][CH3:7])[c:8]([N+:18](=[O:17])[O-:19])[c:9]([CH3:16])[c:10]([C:12](=[O:13])[O:14][CH3:15])[cH:11]1. Reactants: Cl.N1CCC(CC1)NC(=O)C1=C(NC2=C1N=CN=C2C2=C(C=CC(=C2)F)OCC2CC2)C (4-(2-cyclopropylmethoxy-5-fluoro-phenyl)-6-methyl-5H-pyrrolo[3,2-d]pyrimidine-7-carboxylic acid piperidin-4-ylamide hydrochloride), C(C)(=O)O[C@H](C(=O)Cl)C ((2S)-1-chloro-1-oxopropan-2-yl acetate). Product: O[C@H](C(=O)N1CCC(CC1)NC(=O)C1=C(NC2=C1N=CN=C2C2=C(C=CC(=C2)F)OCC2CC2)C)C (4-(2-Cyclopropylmethoxy-5-fluoro-phenyl)-6-methyl-5H-pyrrolo[3,2-d]pyrimidine-7-carboxylic acid [1-((S)-2-hydroxy-propionyl)-piperidin-4-yl]-amide). Reaction SMILES: Cl.[NH:2]1[CH2:7][CH2:6][CH:5]([NH:8][C:9]([C:11]2[C:15]3[N:16]=[CH:17][N:18]=[C:19]([C:20]4[CH:25]=[C:24]([F:26])[CH:23]=[CH:22][C:21]=4[O:27][CH2:28][CH:29]4[CH2:31][CH2:30]4)[C:14]=3[NH:13][C:12]=2[CH3:32])=[O:10])[CH2:4][CH2:3]1.C([O:36][C@@H:37]([CH3:41])[C:38](Cl)=[O:39])(=O)C>>[OH:36][C@@H:37]([CH3:41])[C:38]([N:2]1[CH2:3][CH2:4][CH:5]([NH:8][C:9]([C:11]2[C:15]3[N:16]=[CH:17][N:18]=[C:19]([C:20]4[CH:25]=[C:24]([F:26])[CH:23]=[CH:22][C:21]=4[O:27][CH2:28][CH:29]4[CH2:30][CH2:31]4)[C:14]=3[NH:13][C:12]=2[CH3:32])=[O:10])[CH2:6][CH2:7]1)=[O:39] |f:0.1|. Procedure: Starting from 4-(2-cyclopropylmethoxy-5-fluoro-phenyl)-6-methyl-5H-pyrrolo[3,2-d]pyrimidine-7-carboxylic acid piperidin-4-ylamide hydrochloride (example D.f12) and commercially available (2S)-1-chloro-1-oxopropan-2-yl acetate the title compound is obtained as colorless solid.